From a dataset of the Open Reaction Database (ORD), a public repository of structured organic reaction records. describe an organic reaction: reactants, conditions, products, and yield Starting materials: O=C(NCC(O)CO)OCc1ccccc1, C[O-], ClC(Cl)Cl, [Na+], [Na+], O=C([O-])O. The product is O=C(NCC1CO1)OCc1ccccc1. RXN SMILES: [CH2:1]([c:2]1[cH:3][cH:4][cH:5][cH:6][cH:7]1)[O:8][C:9]([NH:10][CH2:11][CH:12]([CH2:13][OH:14])[OH:15])=[O:16].[CH3:22][O-:23].[Cl:25][CH:26]([Cl:27])[Cl:28].[Na+:21].[Na+:24].[O-:17][C:18]([OH:19])=[O:20]>>[CH2:1]([c:2]1[cH:3][cH:4][cH:5][cH:6][cH:7]1)[O:8][C:9]([NH:10][CH2:11][CH:12]1[CH2:13][O:15]1)=[O:16].